This data is from the Open Reaction Database (ORD), a public repository of structured organic reaction records. The task is: describe an organic reaction: reactants, conditions, products, and yield Starting materials: C(CCCCC)C1CC2=CC=C(C=C2C1)C1=NC=C(C=C1)C(N)=O (2-hexyl-5-(5-carbamoylpyridine-2-yl)indan), C1(=CC=CC=C1)P(C1=CC=CC=C1)C1=CC=CC=C1 (triphenylphosphine). Solvent: C1CCOC1 (THF), C(Cl)(Cl)(Cl)Cl (carbon tetrachloride). Run at time 10 hour. Product: C(CCCCC)C1CC2=CC=C(C=C2C1)C1=NC=C(C=C1)C#N (2-hexyl-5-(5-cyanopyridine-2-yl)indan). Isolated yield 36.5%. As a reaction SMILES: [CH2:1]([CH:7]1[CH2:15][C:14]2[C:9](=[CH:10][CH:11]=[C:12]([C:16]3[CH:21]=[CH:20][C:19]([C:22](=O)[NH2:23])=[CH:18][N:17]=3)[CH:13]=2)[CH2:8]1)[CH2:2][CH2:3][CH2:4][CH2:5][CH3:6].C1(P(C2C=CC=CC=2)C2C=CC=CC=2)C=CC=CC=1>C1COCC1.C(Cl)(Cl)(Cl)Cl>[CH2:1]([CH:7]1[CH2:15][C:14]2[C:9](=[CH:10][CH:11]=[C:12]([C:16]3[CH:21]=[CH:20][C:19]([C:22]#[N:23])=[CH:18][N:17]=3)[CH:13]=2)[CH2:8]1)[CH2:2][CH2:3][CH2:4][CH2:5][CH3:6]. Procedure details: Then, 2.00 g (6.20 mM) of 2-hexyl-5-(5-carbamoylpyridine-2-yl)indan was dissolved in 20 ml of dry THF. To the solution, a solution of 4.89 g (18.6 mM) of triphenylphosphine in 15 ml of carbon tetrachloride was added, followed by stirring 10 hours to obtain an insoluble matter. The insoluble matter was recovered by filtration and washed with toluene. The resultant mixture was added to the filtrate and evaporated under reduced pressure to obtain a residue. The residue was purified by silica gel co... Starting materials: COc1ccc(CN(Cc2ccc(OC)cc2)c2nc(C)nc(-c3cc(CN4CCOCC4=O)cnc3Nc3ccc(OC)nc3)n2)cc1, O=C(O)C(F)(F)F, O=S(=O)(O)C(F)(F)F. Product: COc1ccc(Nc2ncc(CN3CCOCC3=O)cc2-c2nc(C)nc(N)n2)cn1. As a reaction SMILES: [CH3:9][O:10][c:11]1[cH:12][cH:13][c:14]([CH2:15][N:16]([c:17]2[n:18][c:19](-[c:24]3[cH:25][c:26]([CH2:39][N:40]4[C:41](=[O:46])[CH2:42][O:43][CH2:44][CH2:45]4)[cH:27][n:28][c:29]3[NH:30][c:31]3[cH:32][n:33][c:34]([O:37][CH3:38])[cH:35][cH:36]3)[n:20][c:21]([CH3:23])[n:22]2)[CH2:47][c:48]2[cH:49][cH:50][c:51]([O:52][CH3:53])[cH:54][cH:55]2)[cH:56][cH:57]1.[F:58][C:59]([F:60])([F:61])[C:62]([OH:63])=[O:64].[OH:1][S:2]([C:3]([F:4])([F:5])[F:6])(=[O:7])=[O:8]>>[NH2:16][c:17]1[n:18][c:19](-[c:24]2[cH:25][c:26]([CH2:39][N:40]3[C:41](=[O:46])[CH2:42][O:43][CH2:44][CH2:45]3)[cH:27][n:28][c:29]2[NH:30][c:31]2[cH:32][n:33][c:34]([O:37][CH3:38])[cH:35][cH:36]2)[n:20][c:21]([CH3:23])[n:22]1. Starting materials: [H-].[Na+] (sodium hydride), CI (methyliodide), [O-]CC.[Na+] (sodium ethoxide), [O-]CC.[Na+] (sodium ethoxide), C(=O)(OC(C)(C)C)N[C@@H](CO)C(=O)O (N-Boc-L-serine), CI (methyliodide). Run in C1CCOC1 (THF), CO (methanol), C1CCOC1 (THF). Conditions: time 0.4 hour. Product: C(C)(C)(C)OC(=O)N[C@H](C(=O)O)COC ((S)-2-tert-butoxycarbonylamino-3-methoxy-propionic acid). Reaction SMILES: [H-].[Na+].[C:3]([NH:10][C@H:11]([C:14]([OH:16])=[O:15])[CH2:12][OH:13])([O:5][C:6]([CH3:9])([CH3:8])[CH3:7])=[O:4].[O-][CH2:18]C.[Na+].CI>C1COCC1.CO>[C:6]([O:5][C:3]([NH:10][C@@H:11]([CH2:12][O:13][CH3:18])[C:14]([OH:16])=[O:15])=[O:4])([CH3:9])([CH3:8])[CH3:7] |f:0.1,3.4|. Procedure details: Under nitrogen a mixture of 74 ml abs. THF and 6 ml abs. methanol is cooled to −70° C. and 2 g sodium hydride (55-65% dispersion) are added. The suspension is stirred for 0.4 hour at ambient temperature. Under nitrogen, 2.05 g N-Boc-L-serine are suspended in 100 ml abs. THF and 40 ml of the prepared sodium ethoxide solution are added. The suspension is stirred for 1 hour at ambient temperature and 1 ml methyliodide are added. After 1 hour the remainder of the sodium ethoxide solution and another... Reactants: C1CCOC1, COC(=O)CCCCCc1cccc(CO)c1, O=C1CCC(=O)N1Br, c1ccc(P(c2ccccc2)c2ccccc2)cc1. Product: COC(=O)CCCCCc1cccc(CBr)c1. As a reaction SMILES: [CH2:45]1[O:46][CH2:47][CH2:48][CH2:49]1.[CH3:1][O:2][C:3]([CH2:4][CH2:5][CH2:6][CH2:7][CH2:8][c:9]1[cH:10][c:11]([CH2:15][OH:16])[cH:12][cH:13][cH:14]1)=[O:17].[O:37]=[C:38]1[N:39]([Br:44])[C:40](=[O:41])[CH2:42][CH2:43]1.[c:18]1([P:19]([c:20]2[cH:21][cH:22][cH:23][cH:24][cH:25]2)[c:26]2[cH:27][cH:28][cH:29][cH:30][cH:31]2)[cH:32][cH:33][cH:34][cH:35][cH:36]1>>[CH3:1][O:2][C:3]([CH2:4][CH2:5][CH2:6][CH2:7][CH2:8][c:9]1[cH:10][c:11]([CH2:15][Br:44])[cH:12][cH:13][cH:14]1)=[O:17]. Reaction SMILES: [CH2:9]1[CH2:10][NH:11][CH2:12][CH2:13]1.[CH3:27][C:28](=[O:29])[CH3:30].[ClH:26].[I:1][CH2:2][CH2:3][CH2:4][C:5]([O:6][CH3:7])=[O:8].[N:14]1([CH2:19][CH2:20][CH2:21][C:22](=[O:23])[O:24][CH3:25])[CH2:15][CH2:16][CH2:17][CH2:18]1.[cH:31]1[cH:32][cH:33][cH:34][cH:35][cH:36]1>>[ClH:26].[N:14]1([CH2:19][CH2:20][CH2:21][C:22](=[O:23])[OH:24])[CH2:15][CH2:16][CH2:17][CH2:18]1. Starting materials: C1CCNC1, CC(C)=O, Cl, COC(=O)CCCI, COC(=O)CCCN1CCCC1, c1ccccc1. The product is Cl, O=C(O)CCCN1CCCC1. The reactants are NC=1C(=NC=C(C1)Br)NC(OC(C)(C)C)=O (tert-butyl 3-amino-5-bromopyridin-2-ylcarbamate), C(C)(C)N(CC)C(C)C (diisopropylethylamine), CS(=O)(=O)Cl (methanesulfonyl chloride). Run in ClCCl (dichloromethane), ClCCl (dichloromethane). The product is BrC=1C=C(C(=NC1)NC(OC(C)(C)C)=O)N(S(=O)(=O)C)S(=O)(=O)C (tert-butyl 5-bromo-3-(N-(methylsulfonyl)methylsulfonamido)pyridin-2-ylcarbamate). Yield: 51.5%. Reaction SMILES: [NH2:1][C:2]1[C:3]([NH:9][C:10](=[O:16])[O:11][C:12]([CH3:15])([CH3:14])[CH3:13])=[N:4][CH:5]=[C:6]([Br:8])[CH:7]=1.C(N(C(C)C)CC)(C)C.[CH3:26][S:27](Cl)(=[O:29])=[O:28]>ClCCl>[Br:8][C:6]1[CH:7]=[C:2]([N:1]([S:27]([CH3:26])(=[O:29])=[O:28])[S:27]([CH3:26])(=[O:29])=[O:28])[C:3]([NH:9][C:10](=[O:16])[O:11][C:12]([CH3:13])([CH3:15])[CH3:14])=[N:4][CH:5]=1. Procedure: A solution of tert-butyl 3-amino-5-bromopyridin-2-ylcarbamate (96.3 mg, 0.33 mmol) and diisopropylethylamine (128 uL, 074 mmol) in dichloromethane (2 mL) was cooled to 0° C., and to it was added methanesulfonyl chloride (52 uL, 0.67 mmol). The mixture was allowed to warm to rt over 2 h. The mixture was then diluted with dichloromethane and was then washed with aqueous citric acid (10%) followed by water. The organic phase was then dried over magnesium sulfate, filtered, and concentrated in vacuo... Reactants: Cl.C1(C=2C(C(N1CC1=CC=C(C=C1)C=CC1=CC=C(C(OC)=N)C=C1)=O)=CC=CC2)=O (methyl 4-[2-(4-phthalimidomethylphenyl)ethenyl]benzimidate hydrochloride), C(Cl)(Cl)Cl (chloroform), CO (methanol), CN (methylamine). Run in CCOCC (Ether). Conditions: time 15 hour. The product is Cl.CNC(C1=CC=C(C=C1)C=CC1=CC=C(C=C1)CN1C(C=2C(C1=O)=CC=CC2)=O)=N (N-methyl-4-[2-(4-phthalimidomethylphenyl)ethenyl]benzamidine hydrochloride). RXN SMILES: Cl.C1(=O)[N:6]([CH2:7][C:8]2[CH:13]=[CH:12][C:11]([CH:14]=[CH:15][C:16]3[CH:25]=[CH:24][C:19]([C:20](=[NH:23])OC)=[CH:18][CH:17]=3)=[CH:10][CH:9]=2)[C:5](=[O:26])[C:4]2=[CH:27][CH:28]=[CH:29][CH:30]=[C:3]12.C(Cl)(Cl)[Cl:33].[CH3:36][OH:37].[CH3:38][NH2:39]>CCOCC>[ClH:33].[CH3:38][NH:39][C:20](=[NH:23])[C:19]1[CH:18]=[CH:17][C:16]([CH:15]=[CH:14][C:11]2[CH:12]=[CH:13][C:8]([CH2:7][N:6]3[C:36](=[O:37])[C:27]4=[CH:28][CH:29]=[CH:30][CH:3]=[C:4]4[C:5]3=[O:26])=[CH:9][CH:10]=2)=[CH:25][CH:24]=1 |f:0.1,6.7|. Procedure details: To 1 g of methyl 4-[2-(4-phthalimidomethylphenyl)ethenyl]benzimidate hydrochloride, were added 60 ml of chloroform and 0.2 ml of a methanol solution containing 40% of methylamine. The mixture was stirred at room temperature for 15 hours and stripped of the solvent under reduced pressure. Ether was added to the residue and the precipitated crystals were collected by filtration to yield 0.33 g of N-methyl-4-[2-(4-phthalimidomethylphenyl)ethenyl]benzamidine hydrochloride; m.p. ≥280° C.